describe an organic reaction: reactants, conditions, products, and yield From a dataset of the Open Reaction Database (ORD), a public repository of structured organic reaction records. The reactants are CN1CCN(c2cc(N3CCc4ccc(-c5ccc(C(=O)O)nc5)cc4C3)nc(N)n2)CC1, NC1CCC(O)CC1. Product: CN1CCN(c2cc(N3CCc4ccc(-c5ccc(C(=O)NC6CCC(O)CC6)nc5)cc4C3)nc(N)n2)CC1. RXN SMILES: [NH2:1][c:2]1[n:3][c:4]([N:27]2[CH2:28][CH2:29][N:30]([CH3:33])[CH2:31][CH2:32]2)[cH:5][c:6]([N:8]2[CH2:9][c:10]3[cH:11][c:12](-[c:18]4[cH:19][cH:20][c:21]([C:24](=[O:25])[OH:26])[n:22][cH:23]4)[cH:13][cH:14][c:15]3[CH2:16][CH2:17]2)[n:7]1.[NH2:34][CH:35]1[CH2:36][CH2:37][CH:38]([OH:41])[CH2:39][CH2:40]1>>[NH2:1][c:2]1[n:3][c:4]([N:27]2[CH2:28][CH2:29][N:30]([CH3:33])[CH2:31][CH2:32]2)[cH:5][c:6]([N:8]2[CH2:9][c:10]3[cH:11][c:12](-[c:18]4[cH:19][cH:20][c:21]([C:24](=[O:25])[NH:34][CH:35]5[CH2:36][CH2:37][CH:38]([OH:41])[CH2:39][CH2:40]5)[n:22][cH:23]4)[cH:13][cH:14][c:15]3[CH2:16][CH2:17]2)[n:7]1. Starting materials: OC1=C(C(N(C2=CC=CC=C12)C=CC(C)=C)=O)C(=O)OCC (Ethyl 4-hydroxy-1-(isoprenyl)-2-oxo-1,2-dihydroquinoline-3-carboxylate), C(CCCCCCC)(=O)NN (octanoyl hydrazine). Yields the product OC1=C(C(N(C2=CC=CC=C12)C=CC(C)=C)=O)C(=O)NNC(CCCCCCC)=O (4-Hydroxy-1-isoprenyl-N′-octanoyl-2-oxo-1,2-dihydroquinoline-3-carbohydrazide). As a reaction SMILES: [OH:1][C:2]1[C:11]2[C:6](=[CH:7][CH:8]=[CH:9][CH:10]=2)[N:5]([CH:12]=[CH:13][C:14](=[CH2:16])[CH3:15])[C:4](=[O:17])[C:3]=1[C:18]([O:20]CC)=O.[C:23]([NH:32][NH2:33])(=[O:31])[CH2:24][CH2:25][CH2:26][CH2:27][CH2:28][CH2:29][CH3:30]>>[OH:1][C:2]1[C:11]2[C:6](=[CH:7][CH:8]=[CH:9][CH:10]=2)[N:5]([CH:12]=[CH:13][C:14](=[CH2:16])[CH3:15])[C:4](=[O:17])[C:3]=1[C:18]([NH:33][NH:32][C:23](=[O:31])[CH2:24][CH2:25][CH2:26][CH2:27][CH2:28][CH2:29][CH3:30])=[O:20]. Procedure details: Reagents: Comp 29 (0.66 mmols, 0.2 g); octanoyl hydrazine (0.73 mmols, 0.12 g). Yield: 0.125 g (22%), white solid, m.p.=114° C.-115° C. The reactants are C(=O)(OC)NC1=CC(=C(C=C1)N1CCOCC1)F (N-carbomethoxy-3-fluoro-4-morpholinylaniline), ( 37 ), ( 100 ). Solvent: CO (methanol). Yields the product FC=1C=C(C=CC1N1CCOCC1)N=C=O (3-Fluoro-4-morpholinylphenylisocyanate). As a reaction SMILES: [C:1]([NH:5][C:6]1[CH:11]=[CH:10][C:9]([N:12]2[CH2:17][CH2:16][O:15][CH2:14][CH2:13]2)=[C:8]([F:18])[CH:7]=1)(OC)=[O:2]>CO>[F:18][C:8]1[CH:7]=[C:6]([N:5]=[C:1]=[O:2])[CH:11]=[CH:10][C:9]=1[N:12]1[CH2:17][CH2:16][O:15][CH2:14][CH2:13]1. Procedure details: A mixture of 3-fluoro-4-morpholinylaniline (Example 1, 12.01 g, 61.21 mmol) in methylene chloride (100 ml) was added to a mixture of phosgene (1.93 M in toluene, 63.4 ml, 122.4 mmol, 2.00 eq) in p-chlorotoluene (60 ml) over 15 min, while maintaining a temperature of about −12 to 3° C. The material was rinsed in with methylene chloride (30 ml). The mixture then was warmed to 130° C. under atmospheric pressure with concomitant distillation of methylene chloride, phosgene, toluene, and hydrogen chl...